From a dataset of the Open Reaction Database (ORD), a public repository of structured organic reaction records. describe an organic reaction: reactants, conditions, products, and yield Starting materials: ClCCl, O=S(Cl)Cl, CC(O)c1ccc(-n2ccnc2)cc1. Yields the product CC(Cl)c1ccc(-n2ccnc2)cc1. As a reaction SMILES: [Cl:19][CH2:20][Cl:21].[S:15]([Cl:16])([Cl:17])=[O:18].[n:1]1(-[c:6]2[cH:7][cH:8][c:9]([CH:12]([CH3:13])[OH:14])[cH:10][cH:11]2)[cH:2][n:3][cH:4][cH:5]1>>[n:1]1(-[c:6]2[cH:7][cH:8][c:9]([CH:12]([CH3:13])[Cl:17])[cH:10][cH:11]2)[cH:2][n:3][cH:4][cH:5]1. The reactants are ClCCl, O=C(O)C(F)(F)F, CC(C)(C)OC(=O)N1CCC2c3cccc4c3N(CCC4)C2CC1. Product: c1cc2c3c(c1)C1CCNCCC1N3CCC2. As a reaction SMILES: [Cl:32][CH2:33][Cl:34].[F:25][C:26]([F:27])([F:28])[C:29]([OH:30])=[O:31].[cH:1]1[cH:2][cH:3][c:4]2[c:9]3[c:10]1[CH:11]1[CH:12]([N:8]3[CH2:7][CH2:6][CH2:5]2)[CH2:13][CH2:14][N:15]([C:18]([O:19][C:20]([CH3:21])([CH3:22])[CH3:23])=[O:24])[CH2:16][CH2:17]1>>[cH:1]1[cH:2][cH:3][c:4]2[c:9]3[c:10]1[CH:11]1[CH:12]([N:8]3[CH2:7][CH2:6][CH2:5]2)[CH2:13][CH2:14][NH:15][CH2:16][CH2:17]1. Reactants: ClC1=NC=CC=C1 (2-chloropyridine), [H-].[Na+] (sodium hydride), FC=1C(NC(N([C@H]2C[C@H](O)[C@@H](CO)O2)C1)=O)=O (2'-deoxy-5-fluorouridine). The solvent is CS(=O)C (dimethyl sulfoxide). Run at time 30 minute. Product: 2'-deoxy3',5'-0-di-(2-pyridyl)-5-fluorouridine, FC=1C(NC(N([C@H]2C[C@H](OC3=NC=CC=C3)[C@@H](CO)O2)C1)=O)=O (2'-deoxy-5-fluoro-3'-O-(2-pyridyl)uridine), FC=1C(NC(N([C@H]2C[C@H](O)[C@@H](COC3=NC=CC=C3)O2)C1)=O)=O (2'-deoxy-5-fluoro- 5'-O-(2-pyridyl)uridine). As a reaction SMILES: [H-].[Na+].[F:3][C:4]1[C:5](=[O:19])[NH:6][C:7](=[O:18])[N:8]([CH:17]=1)[C@@H:9]1[O:16][C@H:13]([CH2:14][OH:15])[C@@H:11]([OH:12])[CH2:10]1.Cl[C:21]1[CH:26]=[CH:25][CH:24]=[CH:23][N:22]=1>CS(C)=O>[F:3][C:4]1[C:5](=[O:19])[NH:6][C:7](=[O:18])[N:8]([CH:17]=1)[C@@H:9]1[O:16][C@H:13]([CH2:14][OH:15])[C@@H:11]([O:12][C:21]2[CH:26]=[CH:25][CH:24]=[CH:23][N:22]=2)[CH2:10]1.[F:3][C:4]1[C:5](=[O:19])[NH:6][C:7](=[O:18])[N:8]([CH:17]=1)[C@@H:9]1[O:16][C@H:13]([CH2:14][O:15][C:21]2[CH:26]=[CH:25][CH:24]=[CH:23][N:22]=2)[C@@H:11]([OH:12])[CH2:10]1 |f:0.1|. Procedure details: A 0.70 g quantity of sodium hydride (60%, dispersion in mineral oil) was added to a solution of 2.00 g of 2'-deoxy-5-fluorouridine in 10 ml of dimethyl sulfoxide. The mixture was stirred at room temperature for 30 minutes. To the mixture was added 0.91 ml of 2-chloropyridine. Then the mixture was stirred at 80° C. for 3 hours. The solvent was distilled off and the residue was dissolved in 50 ml of ethyl acetate and 30 ml of water. The solution was made into a weak acidic solution by addition of ... The reactants are BrC=1C(=C2CC[C@@H](N(C2=CC1)C(C)=O)C)O (1-[(2S)-6-bromo-5-hydroxy-2-methyl-1,2,3,4-tetrahydroquinolin-1-yl]ethan-1-one), ClC1=NC=CC(=C1)C (2-chloro-4-methylpyridine), CN(C=O)C (N,N-dimethylformamide), C([O-])([O-])=O.[Cs+].[Cs+] (cesium carbonate). The reagents and catalysts are [Cu]I (copper (I) iodide). Run in C(C)(=O)OCC (ethyl acetate). Conditions: temperature 120 celsius. The product is BrC=1C(=C2CC[C@@H](N(C2=CC1)C(C)=O)C)OC1=NC=CC(=C1)C (1-[(2S)-6-bromo-2-methyl-5-[(4-methylpyridin-2-yl)oxy]-1,2,3,4-tetrahydroquinolin-1-yl]ethan-1-one). Yield: 42.3%. Reaction SMILES: [Br:1][C:2]1[C:3]([OH:16])=[C:4]2[C:9](=[CH:10][CH:11]=1)[N:8]([C:12](=[O:14])[CH3:13])[C@@H:7]([CH3:15])[CH2:6][CH2:5]2.Cl[C:18]1[CH:23]=[C:22]([CH3:24])[CH:21]=[CH:20][N:19]=1.CN(C)C=O.C(=O)([O-])[O-].[Cs+].[Cs+]>C(OCC)(=O)C.[Cu]I>[Br:1][C:2]1[C:3]([O:16][C:18]2[CH:23]=[C:22]([CH3:24])[CH:21]=[CH:20][N:19]=2)=[C:4]2[C:9](=[CH:10][CH:11]=1)[N:8]([C:12](=[O:14])[CH3:13])[C@@H:7]([CH3:15])[CH2:6][CH2:5]2 |f:3.4.5|. Procedure: A 20-mL microwave tube was charged with 1-[(2S)-6-bromo-5-hydroxy-2-methyl-1,2,3,4-tetrahydroquinolin-1-yl]ethan-1-one (200 mg, 0.70 mmol), 2-chloro-4-methylpyridine (180 mg, 1.41 mmol), N,N-dimethylformamide (15 mL), copper (I) iodide (133 mg, 0.70 mmol), and cesium carbonate (700 mg, 2.10 mmol). The reaction mixture was heated with microwave radiation for 8 h at 120° C. After cooling to room temperature, the resulting mixture was diluted with ethyl acetate (50 mL), washed with water (3×15 mL) ... The reactants are N([C@@H](CC1=CC=C(C=C1)O)C(=O)N[C@H](CCSC)C(=O)NCC(=O)O)C(=O)OC(C)(C)C (BOC-Tyr-(D)-Met-Gly-OH), OO (hydrogen peroxide), CN(C)C=O (DMF). The reagents and catalysts are [Pd] (palladium black). Solvent: CO (MeOH), C(C)(=O)O (acetic acid). Reaction conditions: time 5 hour. Yields the product N([C@@H](CC1=CC=C(C=C1)O)C(=O)N[C@H](CCS(=O)C)C(=O)NCC(=O)O)C(=O)OC(C)(C)C (BOC-Tyr-(D)-Met(O)-Gly-OH). As a reaction SMILES: [NH:1]([C:26]([O:28][C:29]([CH3:32])([CH3:31])[CH3:30])=[O:27])[C@H:2]([C:11]([NH:13][C@@H:14]([C:19]([NH:21][CH2:22][C:23]([OH:25])=[O:24])=[O:20])[CH2:15][CH2:16][S:17][CH3:18])=[O:12])[CH2:3][C:4]1[CH:9]=[CH:8][C:7]([OH:10])=[CH:6][CH:5]=1.OO.CN(C=[O:39])C>CO.C(O)(=O)C.[Pd]>[NH:1]([C:26]([O:28][C:29]([CH3:32])([CH3:31])[CH3:30])=[O:27])[C@H:2]([C:11]([NH:13][C@@H:14]([C:19]([NH:21][CH2:22][C:23]([OH:25])=[O:24])=[O:20])[CH2:15][CH2:16][S:17]([CH3:18])=[O:39])=[O:12])[CH2:3][C:4]1[CH:9]=[CH:8][C:7]([OH:10])=[CH:6][CH:5]=1. Procedure: In a mixed solvent comprising 10 ml of MeOH and 5 ml of acetic acid is dissolved 2.2 g of BOC-Tyr-(D)-Met-Gly-OH, followed by adding 0.6 ml of 30% aqueous hydrogen peroxide solution, and the mixture is stirred at roomtemperature for 5 hours. Following the addition of a small amount of palladium black, the mixture is stirred. The catalyst is filtered out, andthe solvent is distilled off, whereby the precipitated crystals are collected by filtration. Thus obtained is 2.1 g of the desired product, ...